Dataset: the Open Reaction Database (ORD), a public repository of structured organic reaction records. Task: describe an organic reaction: reactants, conditions, products, and yield The reactants are 3A, C(C1=CC=CC=C1)NC([C@@H](NC(C(C)=O)=O)CC1=CC=CC=C1)=O (N-2-oxo-propanoyl-L-phenylalanine benzylamide), CC=1C=CC(=CC1)S(=O)(=O)O.O (p-TsOH.H2O). Solvent: C1(=CC=CC=C1)C (toluene). The product is C(C1=CC=CC=C1)N1C([C@@H](NC(C1=C)=O)CC1=CC=CC=C1)=O ((S)-1,3-Dibenzyl-6-methylenepiperazine-2,5-dione). The yield is 52.6%. Reaction SMILES: [CH2:1]([NH:8][C:9](=[O:24])[C@H:10]([CH2:17][C:18]1[CH:23]=[CH:22][CH:21]=[CH:20][CH:19]=1)[NH:11][C:12](=[O:16])[C:13](=O)[CH3:14])[C:2]1[CH:7]=[CH:6][CH:5]=[CH:4][CH:3]=1.CC1C=CC(S(O)(=O)=O)=CC=1.O>C1(C)C=CC=CC=1>[CH2:1]([N:8]1[C:13](=[CH2:14])[C:12](=[O:16])[NH:11][C@@H:10]([CH2:17][C:18]2[CH:23]=[CH:22][CH:21]=[CH:20][CH:19]=2)[C:9]1=[O:24])[C:2]1[CH:7]=[CH:6][CH:5]=[CH:4][CH:3]=1 |f:1.2|. Procedure details: Using a Dean-Stark trap whose trap part was filled with molecular sieves 3A, a solution of N-2-oxo-propanoyl-L-phenylalanine benzylamide from Example 3a (100 mg, 0.31 mmol) in toluene (20 mL) was refluxed in the presence of p-TsOH.H2O (1.8 mg, 0.0093 mmol, 0.03 eq) for 24 h. After removal of the solvent, the residue was purified by a silica gel chromatography to yield 50 mg (53%) of title compound as a white solid: mp 124-127° C., 1H NMR (300 MHz, CDCl3) δ 7.01-7.35 (m, 10H), 6.84 (br s, 1H), 5.... Reactants: ClC1=CC=NC2=C(C=CC=C12)[N+](=O)[O-] (4-Chloro-8-nitroquinoline), NC1=CC=C(C=C1)O (4-aminophenol), CC(C)([O-])C.[K+] (potassium tert-butoxide). Run in CN(C=O)C (dimethylformamide), O1CCCC1 (tetrahydrofuran). Reaction conditions: temperature 110 celsius, time 7 hour. Yields the product [N+](=O)([O-])C=1C=CC=C2C(=CC=NC12)OC1=CC=C(C=C1)N (4-(8-nitroquinolin-4-yloxy)phenylamine). The yield is 58.8%. RXN SMILES: Cl[C:2]1[C:11]2[C:6](=[C:7]([N+:12]([O-:14])=[O:13])[CH:8]=[CH:9][CH:10]=2)[N:5]=[CH:4][CH:3]=1.[NH2:15][C:16]1[CH:21]=[CH:20][C:19]([OH:22])=[CH:18][CH:17]=1.CC(C)([O-])C.[K+]>CN(C)C=O.O1CCCC1>[N+:12]([C:7]1[CH:8]=[CH:9][CH:10]=[C:11]2[C:6]=1[N:5]=[CH:4][CH:3]=[C:2]2[O:22][C:19]1[CH:20]=[CH:21][C:16]([NH2:15])=[CH:17][CH:18]=1)([O-:14])=[O:13] |f:2.3|. Reported procedure: 4-Chloro-8-nitroquinoline (176 mg, 0.85 mmol) and 4-aminophenol (93 mg, 0.85 mmol) were dissolved in dimethylformamide, and to which 1.0 M potassium tert-butoxide (0.95 mL) in tetrahydrofuran was slowly added dropwise at room temperature, which was then heated and stirred at 110° C. for seven hours. When the reaction was completed, the resultant was extracted with ethyl acetate and aqueous sodium chloride, and the combined organic layers were dried with anhydrous sodium sulfate, and then filtere... The reactants are [Mg] (magnesium), C(CCCC)[C@@H]1CC[C@H](CC1)C=1C(CCCC1)=O (trans-4-pentylcyclohexylcyclohexenone), Grignard reagent, BrC1=CC=C(C=C1)OC (4-bromoanisole), C(C)OCC (diethyl ether), Grignard reagent, Cl (hydrochloric acid). The product is C(CCCC)[C@@H]1CC[C@H](CC1)C1=CCC(CC1)(O)C1=CC=C(C=C1)OC (1-(trans-4-pentylcyclohexyl)-4-(4-methoxyphenyl)-4-hydroxycyclohexene). RXN SMILES: Br[C:2]1[CH:7]=[CH:6][C:5]([O:8][CH3:9])=[CH:4][CH:3]=1.[Mg].[CH2:11]([C@H:16]1[CH2:21][CH2:20][C@H:19]([C:22]2[C:23](=O)[CH2:24][CH2:25][CH2:26][CH:27]=2)[CH2:18][CH2:17]1)[CH2:12][CH2:13][CH2:14][CH3:15].Cl.C([O:32]CC)C>>[CH2:11]([C@H:16]1[CH2:21][CH2:20][C@H:19]([C:22]2[CH2:23][CH2:24][C:25]([C:2]3[CH:7]=[CH:6][C:5]([O:8][CH3:9])=[CH:4][CH:3]=3)([OH:32])[CH2:26][CH:27]=2)[CH2:18][CH2:17]1)[CH2:12][CH2:13][CH2:14][CH3:15]. Procedure details: A solution of 5.8 g of 4-bromoanisole in 30 ml of anhydrous diethyl ether was added dropwise under stirring at 10°-15° C. to 0.66 g of magnesium metal powder, followed by reaction at room temperature for one hour so that a Grignard reagent was formed. After 5 g of trans-4-pentylcyclohexylcyclohexenone were added under stirring at -10° to 0° C. to the thus-formed Grignard reagent, they were reacted at room temperature for additional 1 hour. After the completion of the reaction, diluted hydrochlor... Yields the product Cc1cnc(=O)n(CCCCCl)c1. Reaction SMILES: [Br:9][CH2:10][CH2:11][CH2:12][CH2:13][Cl:14].[CH3:1][c:2]1[cH:3][n:4][c:5](=[O:8])[nH:6][cH:7]1.[CH3:21][S:22](=[O:23])[CH3:24].[K+:15].[K+:16].[O-:17][C:18]([O-:19])=[O:20]>>[CH3:1][c:2]1[cH:3][n:4]([CH2:10][CH2:11][CH2:12][CH2:13][Cl:14])[c:5](=[O:8])[n:6][cH:7]1. Starting materials: ClCCCCBr, Cc1cnc(=O)[nH]c1, CS(C)=O, [K+], [K+], O=C([O-])[O-]. Reactants: CC=1NC(CSC1C1C(=NN(C=C1)C(=O)OCC(Cl)(Cl)Cl)C)=O (5-methyl-6-[1-(2,2,2-trichloroethoxycarbonyl)-3-methyl-1,4-dihydro-4-pyridazinyl]-2H-1,4-thiazin-3(4H)-one), [S] (sulfur), Example 3 ( ii ). Yields the product CC=1NC(CSC1C1=C(N=NC=C1)C)=O (5-methyl-6-(3-methyl-4-pyridazinyl)-2H-1,4-thiazin-3(4H)-one). Isolated yield 36.0%. As a reaction SMILES: [CH3:1][C:2]1[NH:3][C:4](=[O:23])[CH2:5][S:6][C:7]=1[CH:8]1[CH:13]=[CH:12][N:11](C(OCC(Cl)(Cl)Cl)=O)[N:10]=[C:9]1[CH3:22].[S]>>[CH3:1][C:2]1[NH:3][C:4](=[O:23])[CH2:5][S:6][C:7]=1[C:8]1[CH:13]=[CH:12][N:11]=[N:10][C:9]=1[CH3:22] |^3:23|. Procedure: A mixture of 5-methyl-6-[1-(2,2,2-trichloroethoxycarbonyl)-3-methyl-1,4-dihydro-4-pyridazinyl]-2H-1,4-thiazin-3(4H)-one (0.4 g) and sulfur sublimed (0.2 g) was treated in the same manner as described in Example 3 (ii) to give the titled compound (0.08 g, yield 36%) as white crystals. Chloroform-methanol (=20:1) was used as a developing eluant.